Dataset: the Open Reaction Database (ORD), a public repository of structured organic reaction records. Task: describe an organic reaction: reactants, conditions, products, and yield Starting materials: CC1=CC(=CC2=C1C(=NS2)CO)C ((4,6-dimethyl-1,2-benzisothiazol-3-yl)-methanol), C1=CC=C(C=C1)P(C2=CC=CC=C2)C3=CC=CC=C3 (PPh3), C(Br)(Br)(Br)Br (CBr4). Run in C(Cl)Cl (CH2Cl2). Run at time 1 hour. The product is BrCC1=NSC2=C1C(=CC(=C2)C)C (3-bromomethyl-4,6-dimethyl-1,2-benzisothiazole). Isolated yield 70.3%. RXN SMILES: [CH3:1][C:2]1[C:7]2[C:8]([CH2:11]O)=[N:9][S:10][C:6]=2[CH:5]=[C:4]([CH3:13])[CH:3]=1.C1C=CC(P(C2C=CC=CC=2)C2C=CC=CC=2)=CC=1.C(Br)(Br)(Br)[Br:34]>C(Cl)Cl>[Br:34][CH2:11][C:8]1[C:7]2[C:2]([CH3:1])=[CH:3][C:4]([CH3:13])=[CH:5][C:6]=2[S:10][N:9]=1. Procedure: To a solution of (4,6-dimethyl-1,2-benzisothiazol-3-yl)-methanol (100 mg, 0.5 mmol) in CH2Cl2 (15 mL) are added PPh3 (200 mg, 0.78 mmol) and CBr4 (340 mg, 1 mmol) at room temperature. The solution is stirred at the same temperature for 1 hour. The solution is concentrated and the residue is purified by flash chromatography with 10% EtOAc in Hexane as the eluent to afford 3-bromomethyl-4,6-dimethyl-1,2-benzisothiazole (90 mg, 68%) as a white solid. The reactants are CC(COC=1C=C(C=CC1[N+](=O)[O-])N1CCC(CC1)N1CCCCC1)C (1′-{3-[(2-methylpropyl)oxy]-4-nitrophenyl}-1,4′-bipiperidine). The reagents and catalysts are [Ni] (Raney nickel). The solvent is CCOC(=O)C (EtOAc). Reaction conditions: time 1 hour. Yields the product N1(CCCCC1)C1CCN(CC1)C1=CC(=C(N)C=C1)OCC(C)C (4-(1,4′-bipiperidin-1′-yl)-2-[(2-methylpropyl)oxy]aniline). The yield is 37.8%. Reaction SMILES: [CH3:1][CH:2]([CH3:26])[CH2:3][O:4][C:5]1[CH:6]=[C:7]([N:14]2[CH2:19][CH2:18][CH:17]([N:20]3[CH2:25][CH2:24][CH2:23][CH2:22][CH2:21]3)[CH2:16][CH2:15]2)[CH:8]=[CH:9][C:10]=1[N+:11]([O-])=O>[Ni].CCOC(C)=O>[N:20]1([CH:17]2[CH2:18][CH2:19][N:14]([C:7]3[CH:8]=[CH:9][C:10]([NH2:11])=[C:5]([O:4][CH2:3][CH:2]([CH3:26])[CH3:1])[CH:6]=3)[CH2:15][CH2:16]2)[CH2:25][CH2:24][CH2:23][CH2:22][CH2:21]1. Procedure: A mixture of 1′-{3-[(2-methylpropyl)oxy]-4-nitrophenyl}-1,4′-bipiperidine (4.00 g, 11.1 mmol) and Raney nickel (0.500 g) in EtOAc was stirred under H2 (1 atm.) for 1 h. The mixture was filtered through a pad of Celite®, concentrated and recrystallized from EtOAc/hexanes to provide the title compound (1.40 g, 4.20 mmol, 39%). MS (M+H) 332.